Task: describe an organic reaction: reactants, conditions, products, and yield. Dataset: the Open Reaction Database (ORD), a public repository of structured organic reaction records Starting materials: CC(=O)OC(C(=O)N(CCc1ccc(C(F)(F)F)cn1)c1ccc(C)c(C)c1)c1ccccc1, [Li+], C1CCOC1, [OH-], O, O. The product is Cc1ccc(N(CCc2ccc(C(F)(F)F)cn2)C(=O)C(O)c2ccccc2)cc1C. RXN SMILES: [CH3:1][c:2]1[cH:3][c:4]([N:9]([C:10](=[O:11])[CH:12]([c:13]2[cH:14][cH:15][cH:16][cH:17][cH:18]2)[O:19][C:20](=[O:21])[CH3:22])[CH2:23][CH2:24][c:25]2[n:26][cH:27][c:28]([C:31]([F:32])([F:33])[F:34])[cH:29][cH:30]2)[cH:5][cH:6][c:7]1[CH3:8].[Li+:37].[O:38]1[CH2:39][CH2:40][CH2:41][CH2:42]1.[OH-:36].[OH2:35].[OH2:43]>>[CH3:1][c:2]1[cH:3][c:4]([N:9]([C:10](=[O:11])[CH:12]([c:13]2[cH:14][cH:15][cH:16][cH:17][cH:18]2)[OH:19])[CH2:23][CH2:24][c:25]2[n:26][cH:27][c:28]([C:31]([F:32])([F:33])[F:34])[cH:29][cH:30]2)[cH:5][cH:6][c:7]1[CH3:8]. Starting materials: residue, aqueous solution, [OH-].[K+] (KOH), C[Si](C)(C)[N-][Si](C)(C)C.[K+] (KHMDS), Cl (HCl), ClC1=CC=C(C(=N1)OC)C(C#N)C (2-(6-chloro-2-methoxypyridin-3-yl)propanenitrile), O=S1(OCCCN1C(=O)OC(C)(C)C)=O (tert-butyl 2,2-dioxooxathiazinane-3-carboxylate). The solvent is CO (MeOH), C1CCOC1 (THF), C1CCOC1 (THF). Reaction conditions: time 15 minute. Product: ClC1=CC=C(C(=N1)OC)C1(C(NCCC1)=O)C (3-(6-chloro-2-methoxypyridin-3-yl)-3-methylpiperidin-2-one). The yield is 46.0%. Reaction SMILES: Cl[C:2]1[N:7]=[C:6](OC)[C:5]([CH:10](C)[C:11]#N)=[CH:4][CH:3]=1.O=S1(=O)[N:20]([C:21]([O:23]C(C)(C)C)=O)[CH2:19][CH2:18][CH2:17]O1.[CH3:29][Si]([N-][Si](C)(C)C)(C)C.[K+].[ClH:39].[OH-:40].[K+]>C1COCC1.CO>[Cl:39][C:2]1[N:7]=[C:6]([O:40][CH3:29])[C:5]([C:10]2([CH3:11])[CH2:17][CH2:18][CH2:19][NH:20][C:21]2=[O:23])=[CH:4][CH:3]=1 |f:2.3,5.6|. Reported procedure: A solution of crude 2-(6-chloro-2-methoxypyridin-3-yl)propanenitrile (25.9 g, 132 mmol) and tert-butyl 2,2-dioxooxathiazinane-3-carboxylate (45.8 g, 193 mmol) in THF (440 mL), under nitrogen, was cooled in an ice/water bath for 10 min. To this solution was added a solution of KHMDS in THF (1.0 M, 255 mL, 260 mmol) over 25 min, while maintaining internal reaction temperature at or below 20° C. After continued stirring for 15 min and with the cold bath still present, conc. HCl aq. (91 mL) was adde... Starting materials: hydrochloride salt, N-methyl-3-(p-trifluoro-methylphenoxy)-3-phenylpropylamine, ( I ), ClC1=CC=C(C=C1)C(F)(F)F (1-chloro-4-trifluoromethylbenzene), [H][H] (hydrogen), C1(=CC=CC=C1)C(CCNC)O (1-phenyl-3-(N-methylamino)-propan-1-ol), C1(=CC=CC=C1)C(CCNC)O (1-phenyl-3-(N-methylamino)propan-1-ol), CC(C)([O-])C.[K+] (potassium t-butoxide), 2-benzoyl-1-(N-benzyl-N-methyl)ethylamine, ( II ), ( IV ), C1(=CC=CC=C1)C(CCNC)O (1-phenyl-3-(N-methylamino)propan-1-ol). Reagents/catalysts: [Pt] (Pt/C), [Pd] (Pd/C), [Pd].[Pt] (Pd Pt/C). The solvent is CN1C(CCC1)=O (N-methylpyrrolidone), C(C)(=O)OCC (ethyl acetate), CS(=O)C (dimethylsulfoxide). Product: CNCCC(C1=CC=CC=C1)OC1=CC=C(C=C1)C(F)(F)F (N-methyl-3-(p-trifluoromethylphenoxy)-3-phenylpropylamine). Isolated yield 85.0%. As a reaction SMILES: [H][H].[C:3]1([CH:9]([OH:14])[CH2:10][CH2:11][NH:12][CH3:13])[CH:8]=[CH:7][CH:6]=[CH:5][CH:4]=1.Cl[C:16]1[CH:21]=[CH:20][C:19]([C:22]([F:25])([F:24])[F:23])=[CH:18][CH:17]=1.CC(C)([O-])C.[K+]>C(OCC)(=O)C.[Pt].[Pd].[Pd].[Pt].CS(C)=O.CN1CCCC1=O>[CH3:13][NH:12][CH2:11][CH2:10][CH:9]([O:14][C:16]1[CH:21]=[CH:20][C:19]([C:22]([F:25])([F:24])[F:23])=[CH:18][CH:17]=1)[C:3]1[CH:8]=[CH:7][CH:6]=[CH:5][CH:4]=1 |f:3.4,8.9|. Reported procedure: An improved process for the preparation in a superior yield of the hydrochloride salt of N-methyl-3-(p-trifluoro-methylphenoxy)-3-phenylpropylamine of formula (I), ##STR9## said process comprising catalytically hydrogenating 2-benzoyl-1-(N-benzyl-N-methyl)ethylamine base of formula (II), ##STR10## with the aid of a catalyst selected from the group consisting of Pt/C, Pd/C and Pd-Pt/C in ethyl acetate at a hydrogen pressure of 1 to 20 bar and at a temperature of approximately 20° to 100° C. where...